The task is: describe an organic reaction: reactants, conditions, products, and yield. This data is from the Open Reaction Database (ORD), a public repository of structured organic reaction records. The reactants are O=C([O-])[O-], COCCOC, CCOC(C)=O, Cc1cc(Cl)ccn1, [Na+], [Na+], OB(O)c1ccc(F)cc1, c1ccc(P(c2ccccc2)(c2ccccc2)[Pd](P(c2ccccc2)(c2ccccc2)c2ccccc2)(P(c2ccccc2)(c2ccccc2)c2ccccc2)P(c2ccccc2)(c2ccccc2)c2ccccc2)cc1. The product is Cc1cc(-c2ccc(F)cc2)ccn1. As a reaction SMILES: [C:25](=[O:26])([O-:27])[O-:28].[CH3:19][O:20][CH2:21][CH2:22][O:23][CH3:24].[CH3:31][CH2:32][O:33][C:34](=[O:35])[CH3:36].[Cl:1][c:2]1[cH:3][c:4]([CH3:8])[n:5][cH:6][cH:7]1.[Na+:29].[Na+:30].[OH:9][B:10]([OH:11])[c:12]1[cH:13][cH:14][c:15]([F:16])[cH:17][cH:18]1.[cH:37]1[cH:38][cH:39][c:40]([P:41]([Pd:42]([P:43]([c:44]2[cH:45][cH:46][cH:47][cH:48][cH:49]2)([c:50]2[cH:51][cH:52][cH:53][cH:54][cH:55]2)[c:56]2[cH:57][cH:58][cH:59][cH:60][cH:61]2)([P:62]([c:63]2[cH:64][cH:65][cH:66][cH:67][cH:68]2)([c:69]2[cH:70][cH:71][cH:72][cH:73][cH:74]2)[c:75]2[cH:76][cH:77][cH:78][cH:79][cH:80]2)[P:81]([c:82]2[cH:83][cH:84][cH:85][cH:86][cH:87]2)([c:88]2[cH:89][cH:90][cH:91][cH:92][cH:93]2)[c:94]2[cH:95][cH:96][cH:97][cH:98][cH:99]2)([c:100]2[cH:101][cH:102][cH:103][cH:104][cH:105]2)[c:106]2[cH:107][cH:108][cH:109][cH:110][cH:111]2)[cH:112][cH:113]1>>[c:2]1(-[c:12]2[cH:13][cH:14][c:15]([F:16])[cH:17][cH:18]2)[cH:3][c:4]([CH3:8])[n:5][cH:6][cH:7]1.